This data is from the Open Reaction Database (ORD), a public repository of structured organic reaction records. The task is: describe an organic reaction: reactants, conditions, products, and yield Reactants: FC(S(=O)(=O)OC=1C=C2C=CC=C(C2=CC1)C(=O)OCC)(F)F (ethyl 6-{[(trifluoromethyl)sulfonyl]oxy}-1-naphthalenecarboxylate), C(=O)([O-])[O-].[Na+].[Na+] (Na2CO3), OC1=CC=C(C=C1)B(O)O (4-hydroxyphenyl boronic acid). Reaction SMILES: FC(F)(F)S(O[C:7]1[CH:8]=[C:9]2[C:14](=[CH:15][CH:16]=1)[C:13]([C:17]([O:19][CH2:20][CH3:21])=[O:18])=[CH:12][CH:11]=[CH:10]2)(=O)=O.C([O-])([O-])=O.[Na+].[Na+].[OH:30][C:31]1[CH:36]=[CH:35][C:34](B(O)O)=[CH:33][CH:32]=1>COCCOC.O.CCOC(C)=O.[Pd].C1(P(C2C=CC=CC=2)C2C=CC=CC=2)C=CC=CC=1.C1(P(C2C=CC=CC=2)C2C=CC=CC=2)C=CC=CC=1.C1(P(C2C=CC=CC=2)C2C=CC=CC=2)C=CC=CC=1.C1(P(C2C=CC=CC=2)C2C=CC=CC=2)C=CC=CC=1>[OH:30][C:31]1[CH:36]=[CH:35][C:34]([C:7]2[CH:8]=[C:9]3[C:14](=[CH:15][CH:16]=2)[C:13]([C:17]([O:19][CH2:20][CH3:21])=[O:18])=[CH:12][CH:11]=[CH:10]3)=[CH:33][CH:32]=1 |f:1.2.3,8.9.10.11.12|. Reagents/catalysts: [Pd].C1(=CC=CC=C1)P(C1=CC=CC=C1)C1=CC=CC=C1.C1(=CC=CC=C1)P(C1=CC=CC=C1)C1=CC=CC=C1.C1(=CC=CC=C1)P(C1=CC=CC=C1)C1=CC=CC=C1.C1(=CC=CC=C1)P(C1=CC=CC=C1)C1=CC=CC=C1 (tetrakis(triphenylphosphine) palladium (0)). Yield: 91.4%. Yields the product OC1=CC=C(C=C1)C=1C=C2C=CC=C(C2=CC1)C(=O)OCC (Ethyl 6-(4-hydroxyphenyl)-1-naphthalenecarboxylate). Procedure details: A solution of ethyl 6-{[(trifluoromethyl)sulfonyl]oxy}-1-naphthalenecarboxylate (0.3 g, 0.861 mmol), tetrakis(triphenylphosphine) palladium (0) (0.04 g, 0.0345 mmol), 2 M Na2CO3 (4 mL) and 4-hydroxyphenyl boronic acid (0.143 g, 1.03 mmol) in ethylene glycol dimethyl ether (5 mL) was heated at 80° C. for 1.5 h. The reaction mixture was cooled to room temperature, diluted with water and EtOAc. The EtOAc layer was separated, washed with brine, dried over MgSO4, filtered, and the filtrate was concen... Solvent: COCCOC (ethylene glycol dimethyl ether), O (water), CCOC(=O)C (EtOAc). The reactants are Cc1c(Br)cnc(N)c1Br, C1CCOC1, [Li]CCCC. The product is Cc1ccnc(N)c1Br. As a reaction SMILES: [Br:1][c:2]1[c:3]([NH2:10])[n:4][cH:5][c:6]([Br:9])[c:7]1[CH3:8].[CH2:16]1[O:17][CH2:18][CH2:19][CH2:20]1.[CH3:11][CH2:12][CH2:13][CH2:14][Li:15]>>[Br:1][c:2]1[c:3]([NH2:10])[n:4][cH:5][cH:6][c:7]1[CH3:8]. Reactants: Cc1cc(Cl)c([N+](=O)[O-])cc1[N+](=O)[O-], CN(C)C=O, O. Yields the product CN(C)C=Cc1cc(Cl)c([N+](=O)[O-])cc1[N+](=O)[O-]. As a reaction SMILES: [Cl:1][c:2]1[c:3]([N+:12](=[O:13])[O-:14])[cH:4][c:5]([N+:9](=[O:10])[O-:11])[c:6]([CH3:8])[cH:7]1.[O:16]=[CH:17][N:18]([CH3:19])[CH3:20].[OH2:15]>>[Cl:1][c:2]1[c:3]([N+:12](=[O:13])[O-:14])[cH:4][c:5]([N+:9](=[O:10])[O-:11])[c:6]([CH:8]=[CH:17][N:18]([CH3:19])[CH3:20])[cH:7]1. Starting materials: Cl (HCl), ClC1=C(NC(=C1Cl)C)C(=O)O (3,4-dichloro-5-methyl-1H-pyrrole-2-carboxylic acid), N[C@H]1[C@H](CN(CC1)C(=O)OCC)OCC=C (Ethyl (3S,4R)-4-amino-3-(prop-2-en-1-yloxy)piperidine-1-carboxylate), N[C@H]1[C@H](CN(CC1)C(=O)OCC)OCC=C (Ethyl (3S,4R)-4-amino-3-(prop-2-en-1-yloxy)piperidine-1-carboxylate), C=1C=CC2=C(C1)N=NN2O (HOBt), CN1CCOCC1 (N-methylmorpholine), CCN=C=NCCCN(C)C.Cl (EDC HCl). Run in ClCCl (dichloromethane). Run at time 1 hour. Product: ClC1=C(NC(=C1Cl)C)C(=O)N[C@H]1[C@H](CN(CC1)C(=O)OCC)OCC=C (Ethyl (3S,4R)-4-{[(3,4-dichloro-5-methyl-1H-pyrrol-2-yl)carbonyl]amino}-3-(prop-2-en-1-yloxy)piperidine-1-carboxylate). Reaction SMILES: [Cl:1][C:2]1[C:6]([Cl:7])=[C:5]([CH3:8])[NH:4][C:3]=1[C:9]([OH:11])=O.[NH2:12][C@@H:13]1[CH2:18][CH2:17][N:16]([C:19]([O:21][CH2:22][CH3:23])=[O:20])[CH2:15][C@@H:14]1[O:24][CH2:25][CH:26]=[CH2:27].C1C=CC2N(O)N=NC=2C=1.CN1CCOCC1.CCN=C=NCCCN(C)C.Cl.Cl>ClCCl>[Cl:1][C:2]1[C:6]([Cl:7])=[C:5]([CH3:8])[NH:4][C:3]=1[C:9]([NH:12][C@@H:13]1[CH2:18][CH2:17][N:16]([C:19]([O:21][CH2:22][CH3:23])=[O:20])[CH2:15][C@@H:14]1[O:24][CH2:25][CH:26]=[CH2:27])=[O:11] |f:4.5|. Procedure: To a solution of 3,4-dichloro-5-methyl-1H-pyrrole-2-carboxylic acid (WO200687543, 2.27 g, 11.8 mmol) and Ethyl (3S,4R)-4-amino-3-(prop-2-en-1-yloxy)piperidine-1-carboxylate (Intermediate 18, 2.7 g, 11.8 mmol) in dichloromethane (180 mL) was added HOBt (1.85 g, 11.8 mM) and N-methylmorpholine (3.8 mL, 35.43 mmol). The reaction mixture was stirred for 1 h at room temperature and EDC HCl (4.07 g, 21.3 mmol) was added. The resulting reaction mixture was stirred for room temperature overnight, treate... The reactants are COC=1C=C2CCCC(C2=CC1OC)=O (3,4-Dihydro-6,7-dimethoxynaphthalen-1(2H)-one), solution, N (ammonia), C(C)O (ethanol), [BH4-].[Na+] (sodium borohydride), resultant mixture. Reagents/catalysts: CC([O-])C.[Ti+4].CC([O-])C.CC([O-])C.CC([O-])C (titanium(IV) isopropoxide). Conditions: temperature 0 celsius. The product is COC=1C=C2CCCC(C2=CC1OC)N (1,2,3,4-Tetrahydro-6,7-dimethoxynaphthalen-1-amine). Yield: 4.0%. Reaction SMILES: [CH3:1][O:2][C:3]1[CH:4]=[C:5]2[C:10](=[CH:11][C:12]=1[O:13][CH3:14])[C:9](=O)[CH2:8][CH2:7][CH2:6]2.[NH3:16].C(O)C.[BH4-].[Na+]>CC(C)[O-].[Ti+4].CC(C)[O-].CC(C)[O-].CC(C)[O-]>[CH3:1][O:2][C:3]1[CH:4]=[C:5]2[C:10](=[CH:11][C:12]=1[O:13][CH3:14])[CH:9]([NH2:16])[CH2:8][CH2:7][CH2:6]2 |f:3.4,5.6.7.8.9|. Procedure details: 3,4-Dihydro-6,7-dimethoxynaphthalen-1(2H)-one (5.00 g, 24.2 mmol), titanium(IV) isopropoxide (14.1 mL, 48.5 mmol) and 2 M solution of ammonia in ethanol (60.6 mL, 121 mmol) were stirred at room temperature for 6 h. The reaction was cooled to 0° C. and sodium borohydride was added portionwise during 10 min (1.37 g, 36.4 mmol); the resultant mixture was stirred at rt for an additional 3 h. The reaction was quenched by pouring it into ammonium hydroxide (2 M, 130 mL), the precipitate that formed wa... The reactants are BrCCCN1C=NC=2C(=NC(=CC21)C2=CC(=C(C=C2)OCC)C(F)(F)F)C#N (1-(3-Bromo-propyl)-6-(4-ethoxy-3-trifluoromethyl-phenyl)-1H-imidazo[4,5-c]pyridine-4-carbonitrile), N1CCOCC1 (morpholine). The solvent is CN(C)C=O (DMF), CO (methanol). Conditions: temperature 120 celsius. Product: C(C)OC1=C(C=C(C=C1)C1=CC2=C(C(=N1)C#N)N=CN2CCCN2CCOCC2)C(F)(F)F (6-(4-ethoxy-3-trifluoromethyl-phenyl)-1-(3-morpholin-4-yl-propyl)-1H-imidazo[4,5-c]pyridine-4-carbonitrile). RXN SMILES: Br[CH2:2][CH2:3][CH2:4][N:5]1[C:13]2[CH:12]=[C:11]([C:14]3[CH:19]=[CH:18][C:17]([O:20][CH2:21][CH3:22])=[C:16]([C:23]([F:26])([F:25])[F:24])[CH:15]=3)[N:10]=[C:9]([C:27]#[N:28])[C:8]=2[N:7]=[CH:6]1.[NH:29]1[CH2:34][CH2:33][O:32][CH2:31][CH2:30]1>CN(C=O)C.CO>[CH2:21]([O:20][C:17]1[CH:18]=[CH:19][C:14]([C:11]2[N:10]=[C:9]([C:27]#[N:28])[C:8]3[N:7]=[CH:6][N:5]([CH2:4][CH2:3][CH2:2][N:29]4[CH2:34][CH2:33][O:32][CH2:31][CH2:30]4)[C:13]=3[CH:12]=2)=[CH:15][C:16]=1[C:23]([F:26])([F:25])[F:24])[CH3:22]. Reported procedure: 1-(3-Bromo-propyl)-6-(4-ethoxy-3-trifluoromethyl-phenyl)-1H-imidazo[4,5-c]pyridine-4-carbonitrile was dissolved in DMF (0.5 ml) and morpholine (19 mg, 0.22 mmol) was added. The mixture was heated to 120° C. in a Smith Creator microwave. Mixture was diluted with methanol and passed through an SCX cartridge, then eluted with 2M methanolic ammonia. Mixture was then prep HPLC purified and acetonitrile was removed under reduced pressure. Resulting aqueous solution was made basic with sodium bicarbona... The reactants are O=C([O-])[O-], CI, CC(C)=O, CCOC(=O)COc1cc(Cl)c2c(=O)c(-c3ccc(O)cc3)coc2c1, [K+], [K+]. The product is CCOC(=O)COc1cc(Cl)c2c(=O)c(-c3ccc(OC)cc3)coc2c1. Reaction SMILES: [C:27](=[O:28])([O-:29])[O-:30].[CH3:33][I:34].[CH3:35][C:36](=[O:37])[CH3:38].[Cl:1][c:2]1[cH:3][c:4]([O:20][CH2:21][C:22](=[O:23])[O:24][CH2:25][CH3:26])[cH:5][c:6]2[c:7]1[c:8](=[O:19])[c:9](-[c:12]1[cH:13][cH:14][c:15]([OH:18])[cH:16][cH:17]1)[cH:10][o:11]2.[K+:31].[K+:32]>>[Cl:1][c:2]1[cH:3][c:4]([O:20][CH2:21][C:22](=[O:23])[O:24][CH2:25][CH3:26])[cH:5][c:6]2[c:7]1[c:8](=[O:19])[c:9](-[c:12]1[cH:13][cH:14][c:15]([O:18][CH3:27])[cH:16][cH:17]1)[cH:10][o:11]2.